This data is from the Open Reaction Database (ORD), a public repository of structured organic reaction records. The task is: describe an organic reaction: reactants, conditions, products, and yield Starting materials: COC(=O)c1cc(F)c(NCc2ccccc2)cc1Br, CC(=O)O, CO, [H][H]. Yields the product COC(=O)c1cc(F)c(N)cc1Br. As a reaction SMILES: [CH2:1]([c:2]1[cH:3][cH:4][cH:5][cH:6][cH:7]1)[NH:8][c:9]1[cH:10][c:11]([Br:20])[c:12]([C:13](=[O:14])[O:15][CH3:16])[cH:17][c:18]1[F:19].[CH3:23][C:24](=[O:25])[OH:26].[CH3:27][OH:28].[H:21][H:22]>>[NH2:8][c:9]1[cH:10][c:11]([Br:20])[c:12]([C:13](=[O:14])[O:15][CH3:16])[cH:17][c:18]1[F:19]. Starting materials: Cl (Hydrogen chloride), N#N.C(C)(C)(C)OC(=O)N[C@@H]([C@@H](C)CC)C(=O)NC(COC1=CC=C(C=C1)C#N)C (N2 tert-butoxycarbonyl-N1 -[2-(4-cyanophenoxy)-1-methylethyl]-L-isoleucinamide), saturated aqueous solution, C([O-])(O)=O.[Na+] (sodium bicarbonate). The solvent is C(Cl)Cl (methylene chloride), C(Cl)Cl (methylene chloride). Conditions: time 30 minute. Product: C(#N)C1=CC=C(OCC(C)NC([C@@H](N)[C@@H](C)CC)=O)C=C1 (N1 -[2-(4-cyanophenoxy)-1-methylethyl]-L-isoleucinamide). The yield is 96.2%. RXN SMILES: Cl.N#N.C(OC([NH:11][C@H:12]([C:17]([NH:19][CH:20]([CH3:31])[CH2:21][O:22][C:23]1[CH:28]=[CH:27][C:26]([C:29]#[N:30])=[CH:25][CH:24]=1)=[O:18])[C@H:13]([CH2:15][CH3:16])[CH3:14])=O)(C)(C)C.C(=O)(O)[O-].[Na+]>C(Cl)Cl>[C:29]([C:26]1[CH:25]=[CH:24][C:23]([O:22][CH2:21][CH:20]([NH:19][C:17](=[O:18])[C@H:12]([C@H:13]([CH2:15][CH3:16])[CH3:14])[NH2:11])[CH3:31])=[CH:28][CH:27]=1)#[N:30] |f:1.2,3.4|. Procedure: Hydrogen chloride gas was introduced into a solution containing 15.0 g of N2 -tert-butoxycarbonyl-N1 -[2-(4-cyanophenoxy)-1-methylethyl]-L-isoleucinamide dissolved in 300 mL of methylene chloride for 1 hour at room temperature. After completion of the reaction, the methylene chloride was removed under reduced pressure, thus obtaining a crude crystal. 200 ml of a saturated aqueous solution of sodium bicarbonate and 200 ml of methylene chloride were added to the crude crystal, and the mixture was ...